Dataset: the Open Reaction Database (ORD), a public repository of structured organic reaction records. Task: describe an organic reaction: reactants, conditions, products, and yield Reactants: N1C(=NC=C1)CC1=C(C=CC=C1)NC(=S)N1CCN(CC1)C (1-[2-(2-imidazolylmethyl)phenylthiocarbamoyl]-4-methylpiperazine), CN(C=O)C (dimethylformamide), C([O-])([O-])=O.[K+].[K+] (potassium carbonate), N#CBr (cyanogen bromide), 8-crown-6, C(C)(=O)OCC (ethyl acetate). Solvent: CCOCC (ether). Run at time 3 hour. Yields the product C(\C=C/C(=O)O)(=O)O.CN1CCN(CC1)C1=NC2=C(CC=3N1C=CN3)C=CC=C2 (5-(4-methyl-1-piperazinyl)-11H-imidazo[1,2-c][1,3]benzodiazepine monomaleate). RXN SMILES: [NH:1]1[CH:5]=[CH:4][N:3]=[C:2]1[CH2:6][C:7]1[CH:12]=[CH:11][CH:10]=[CH:9][C:8]=1[NH:13][C:14]([N:16]1[CH2:21][CH2:20][N:19]([CH3:22])[CH2:18][CH2:17]1)=S.CN(C)C=O.[C:28](=[O:31])([O-:30])[O-].[K+].[K+].N#CBr.[C:37]([O:40]CC)(=[O:39])[CH3:38]>CCOCC>[C:37]([OH:40])(=[O:39])/[CH:38]=[CH:2]\[C:28]([OH:30])=[O:31].[CH3:22][N:19]1[CH2:20][CH2:21][N:16]([C:14]2[N:3]3[CH:4]=[CH:5][N:1]=[C:2]3[CH2:6][C:7]3[CH:12]=[CH:11][CH:10]=[CH:9][C:8]=3[N:13]=2)[CH2:17][CH2:18]1 |f:2.3.4,8.9|. Procedure: The mixture of 315 mg of 1-[2-(2-imidazolylmethyl)phenylthiocarbamoyl]-4-methylpiperazine, 3.3 ml of dimethylformamide, 276 mg of potassium carbonate, 116 mg of cyanogen bromide and 50 mg of 8-crown-6 ether is stirred at room temperature under nitrogen for 3 hours. It is diluted with ethyl acetate, washed with saturated aqueous sodium chloride, dried and evaporated. The residue is dissolved in acetone, the solution treated with 116 mg of maleic acid and diluted with diethyl ether, to yield 5-(4-... Starting materials: CN(C)CCN, CO, Cc1n[nH]c(N)c1-c1nc2ccc(S(=O)(=O)Cl)cc2s1. Product: Cc1n[nH]c(N)c1-c1nc2ccc(S(=O)(=O)NCCN(C)C)cc2s1. Reaction SMILES: [CH3:21][N:22]([CH2:23][CH2:24][NH2:25])[CH3:26].[CH3:27][OH:28].[NH2:1][c:2]1[c:3](-[c:8]2[s:9][c:10]3[c:11]([n:12]2)[cH:13][cH:14][c:15]([S:17](=[O:18])(=[O:19])[Cl:20])[cH:16]3)[c:4]([CH3:7])[n:5][nH:6]1>>[NH2:1][c:2]1[c:3](-[c:8]2[s:9][c:10]3[c:11]([n:12]2)[cH:13][cH:14][c:15]([S:17](=[O:18])(=[O:19])[NH:25][CH2:24][CH2:23][N:22]([CH3:21])[CH3:26])[cH:16]3)[c:4]([CH3:7])[n:5][nH:6]1. The reactants are OCCCC1=NN2C(C=CC=C2)=N1 (2-(3-hydroxypropyl)-s-triazolo-[1,5-a]pyridine), 77g, P(=O)(Cl)(Cl)Cl (phosphorous oxychloride), ice water, [OH-].[Na+] (sodium hydroxide). Yields the product ClCCCC1=NN2C(C=CC=C2)=N1 (2-(3-chloropropyl)-s-triazolo[1,5-a]pyridine). RXN SMILES: O[CH2:2][CH2:3][CH2:4][C:5]1[N:13]=[C:8]2[CH:9]=[CH:10][CH:11]=[CH:12][N:7]2[N:6]=1.P(Cl)(Cl)([Cl:16])=O.[OH-].[Na+]>C(Cl)(Cl)Cl>[Cl:16][CH2:2][CH2:3][CH2:4][C:5]1[N:13]=[C:8]2[CH:9]=[CH:10][CH:11]=[CH:12][N:7]2[N:6]=1 |f:2.3|. Procedure: To a solution of 34.5g of 2-(3-hydroxypropyl)-s-triazolo-[1,5-a]pyridine in 500 ml of chloroform is added dropwise 77g of phosphorous oxychloride at a temperature of from 5° to 15°C. After the addition is completed, the reaction mixture is heated on a water bath for 1 hr. and then added to 300 g of ice-water. The mixture is then treated with an aqueous sodium hydroxide solution. Then the organic layer is separated from the aqueous layer, dried over anhydrous sodium sulfate and concentrated to gi... Solvent: C(Cl)(Cl)Cl (chloroform).